describe an organic reaction: reactants, conditions, products, and yield From a dataset of the Open Reaction Database (ORD), a public repository of structured organic reaction records. Starting materials: C(Cl)Cl.C(C)(=O)OCC (methylene chloride ethyl acetate), [Te] (Tellurium), [BH4-].[Na+] (sodiumborohydride), COC(=O)C1=CC2(CCN(CC2)C(C(COCC2=CC=CC=C2)NC(C(CC(=O)OC(C)(C)C)(C)N)=O)=O)C2=CC=CC=C12 (1′-[2-[[(1,1-Dimethylethyloxycarbonyl)-2-amino-2-methyl-1-oxopropyl)amino]-1-oxo-3-(phenylmethoxy)propyl]spiro-[1H-indene-1,4′-piperidine]-3-carboxylic Acid Methyl Ester). The solvent is C(C)O (ethanol), C(C)O (ethanol). The product is COC(=O)C1CC2(CCN(CC2)C(C(COCC2=CC=CC=C2)NC(C(CC(=O)OC(C)(C)C)(C)N)=O)=O)C2=CC=CC=C12 (1′-[2-[[(1,1-Dimethylethyloxycarbonyl)-2-amino-2-methyl- 1-oxopropyl)amino]-1-oxo-3-(phenylmethoxy)propyl]-2,3-dihydrospiro[1H-indene-1,4′-piperidine]-3-carboxylic Acid Methyl Ester). The yield is 90.9%. Reaction SMILES: [Te].[BH4-].[Na+].[CH3:4][O:5][C:6]([C:8]1[C:47]2[C:42](=[CH:43][CH:44]=[CH:45][CH:46]=2)[C:10]2([CH2:15][CH2:14][N:13]([C:16](=[O:41])[CH:17]([NH:27][C:28](=[O:40])[C:29]([NH2:39])([CH3:38])[CH2:30][C:31]([O:33][C:34]([CH3:37])([CH3:36])[CH3:35])=[O:32])[CH2:18][O:19][CH2:20][C:21]3[CH:26]=[CH:25][CH:24]=[CH:23][CH:22]=3)[CH2:12][CH2:11]2)[CH:9]=1)=[O:7].C(Cl)Cl.C(OCC)(=O)C>C(O)C>[CH3:4][O:5][C:6]([CH:8]1[C:47]2[C:42](=[CH:43][CH:44]=[CH:45][CH:46]=2)[C:10]2([CH2:15][CH2:14][N:13]([C:16](=[O:41])[CH:17]([NH:27][C:28](=[O:40])[C:29]([NH2:39])([CH3:38])[CH2:30][C:31]([O:33][C:34]([CH3:37])([CH3:35])[CH3:36])=[O:32])[CH2:18][O:19][CH2:20][C:21]3[CH:26]=[CH:25][CH:24]=[CH:23][CH:22]=3)[CH2:12][CH2:11]2)[CH2:9]1)=[O:7] |f:1.2,4.5,^3:0|. Procedure details: To a suspention of Tellurium (52.6 mg, 0.412 mmol) in ethanol (2.0 ml) was added sodiumborohydride (36.6 mg, 0.99 mmol) and the mixture was refluxed for 10 minutes. A solution of the title compound from Example 3, Step E (100 mg, 0.165 mg) in ethanol (1.0 ml) was cannulated into the reaction mixture at room temperature. The reaction mixture was then stirred over night, filtered and concentrated. The residue was dissolved in ethyl acetate and 1 N KOH was added. The aqueous layer was then extracte... Starting materials: Cl (hydrochloric acid), ClCCCC(C(=O)NNC(=O)OC(C)(C)C)C1=CC=C(C=C1)C (tert-butyl N′-(5-chloro-2-p-tolylpentanoyl)hydrazinecarboxylate). Solvent: C(C)(=O)OCC (ethyl acetate). Conditions: time 2 hour. Yields the product Cl.ClCCCC(C(=O)NN)C1=CC=C(C=C1)C (5-chloro-2-p-tolylpentanoic acid hydrazide hydrochloride). RXN SMILES: Cl.[Cl:2][CH2:3][CH2:4][CH2:5][CH:6]([C:18]1[CH:23]=[CH:22][C:21]([CH3:24])=[CH:20][CH:19]=1)[C:7]([NH:9][NH:10]C(OC(C)(C)C)=O)=[O:8]>C(OCC)(=O)C>[ClH:2].[Cl:2][CH2:3][CH2:4][CH2:5][CH:6]([C:18]1[CH:23]=[CH:22][C:21]([CH3:24])=[CH:20][CH:19]=1)[C:7]([NH:9][NH2:10])=[O:8] |f:3.4|. Procedure: A solution of 4 N hydrochloric acid in ethyl acetate (10 mL) was added to tert-butyl N′-(5-chloro-2-p-tolylpentanoyl)hydrazinecarboxylate (600 mg), and the reaction solution was stirred at room temperature for two hours. The reaction solution was concentrated under reduced pressure to obtain a crude product of 5-chloro-2-p-tolylpentanoic acid hydrazide hydrochloride. A solution of ethyl(E)-3-[3-methoxy-4-(4-methyl-1H-imidazol-1-yl)phenyl]acrylimidate dihydrochloride (2.03 g) and triethylamine (1... The reactants are C(C)(=O)N1CCN(CC1)C1=CC=C(C=C1)NC=1N=C(C2=C(N1)N(C=C2)S(=O)(=O)C2=CC=C(C)C=C2)N2CC(CCC2)C(=O)N (1-(2-(4-(4-acetylpiperazin-1-yl)phenylamino)-7-tosyl-7H-pyrrolo[2,3-d]pyrimidin-4-yl)piperidine-3-carboxamide), [OH-].[K+] (KOH). Run at temperature 60 celsius, time 2 hour. Procedure details: To a solution of 1-(2-(4-(4-acetylpiperazin-1-yl)phenylamino)-7-tosyl-7H-pyrrolo[2,3-d]pyrimidin-4-yl)piperidine-3-carboxamide (12 mg, 0.019 mmol) in MeOH (2 mL), aq. 1N KOH (1 mL) was added. It was stirred at 60° C. for 2 h. After being concentrated in vacuo, the residue was acidified with HOAc (1 mL). The mixture was then purified by HPLC to give 1-(2-(4-(piperazin-1-yl)phenylamino)-7H-pyrrolo[2,3-d]pyrimidin-4-yl)piperidine-3-carboxamide (2 mg) (MS 421.5 (M+H)) and 1-(2-(4-(4-acetylpiperazin-... RXN SMILES: [C:1]([N:4]1[CH2:9][CH2:8][N:7]([C:10]2[CH:15]=[CH:14][C:13]([NH:16][C:17]3[N:18]=[C:19]([N:36]4[CH2:41][CH2:40][CH2:39][CH:38]([C:42]([NH2:44])=[O:43])[CH2:37]4)[C:20]4[CH:25]=[CH:24][N:23](S(C5C=CC(C)=CC=5)(=O)=O)[C:21]=4[N:22]=3)=[CH:12][CH:11]=2)[CH2:6][CH2:5]1)(=[O:3])[CH3:2].[OH-].[K+]>CO>[N:7]1([C:10]2[CH:15]=[CH:14][C:13]([NH:16][C:17]3[N:18]=[C:19]([N:36]4[CH2:41][CH2:40][CH2:39][CH:38]([C:42]([NH2:44])=[O:43])[CH2:37]4)[C:20]4[CH:25]=[CH:24][NH:23][C:21]=4[N:22]=3)=[CH:12][CH:11]=2)[CH2:6][CH2:5][NH:4][CH2:9][CH2:8]1.[C:1]([N:4]1[CH2:5][CH2:6][N:7]([C:10]2[CH:15]=[CH:14][C:13]([NH:16][C:17]3[N:18]=[C:19]([N:36]4[CH2:41][CH2:40][CH2:39][CH:38]([C:42]([NH2:44])=[O:43])[CH2:37]4)[C:20]4[CH:25]=[CH:24][NH:23][C:21]=4[N:22]=3)=[CH:12][CH:11]=2)[CH2:8][CH2:9]1)(=[O:3])[CH3:2] |f:1.2|. Product: N1(CCNCC1)C1=CC=C(C=C1)NC=1N=C(C2=C(N1)NC=C2)N2CC(CCC2)C(=O)N (1-(2-(4-(piperazin-1-yl)phenylamino)-7H-pyrrolo[2,3-d]pyrimidin-4-yl)piperidine-3-carboxamide), C(C)(=O)N1CCN(CC1)C1=CC=C(C=C1)NC=1N=C(C2=C(N1)NC=C2)N2CC(CCC2)C(=O)N (1-(2-(4-(4-acetylpiperazin-1-yl)phenylamino)-7H-pyrrolo[2,3-d]pyrimidin-4-yl)piperidine-3-carboxamide). Run in CO (MeOH). Reactants: CCCCCC, CCOC(C)=O, Cl, CC(C)(C)OC(=O)N1CCN(c2nc(-c3ccsc3)ns2)CC1. Product: c1cc(-c2nsc(N3CCNCC3)n2)cs1. As a reaction SMILES: [CH3:25][CH2:26][CH2:27][CH2:28][CH2:29][CH3:30].[CH3:31][CH2:32][O:33][C:34](=[O:35])[CH3:36].[ClH:24].[s:1]1[cH:2][c:3](-[c:6]2[n:7][s:8][c:9]([N:11]3[CH2:12][CH2:13][N:14]([C:17]([O:18][C:19]([CH3:20])([CH3:21])[CH3:22])=[O:23])[CH2:15][CH2:16]3)[n:10]2)[cH:4][cH:5]1>>[s:1]1[cH:2][c:3](-[c:6]2[n:7][s:8][c:9]([N:11]3[CH2:12][CH2:13][NH:14][CH2:15][CH2:16]3)[n:10]2)[cH:4][cH:5]1. Starting materials: C12(CC3CC(CC(C1)C3)C2)C2=NNC(S2)C(=O)OCC (Ethyl 5-(adamant-1-yl)-2,3-dihydro-1,3,4-thiadiazole-2-carboxylate), C(C)(=O)SCCC(=O)Cl (3-acetylthiopropanoyl chloride). Product: C12(CC3CC(CC(C1)C3)C2)C2=NN(C(S2)C(=O)OCC)C(CCS)=O (Ethyl 5-(adamant-1-yl)-2,3-dihydro-3-(3-mercapto-1-oxopropyl)-1,3,4-thiadiazole-2-carboxylate). As a reaction SMILES: [C:1]12([C:11]3[S:15][CH:14]([C:16]([O:18][CH2:19][CH3:20])=[O:17])[NH:13][N:12]=3)[CH2:10][CH:5]3[CH2:6][CH:7]([CH2:9][CH:3]([CH2:4]3)[CH2:2]1)[CH2:8]2.C([S:24][CH2:25][CH2:26][C:27](Cl)=[O:28])(=O)C>>[C:1]12([C:11]3[S:15][CH:14]([C:16]([O:18][CH2:19][CH3:20])=[O:17])[N:13]([C:27](=[O:28])[CH2:26][CH2:25][SH:24])[N:12]=3)[CH2:8][CH:7]3[CH2:9][CH:3]([CH2:4][CH:5]([CH2:6]3)[CH2:10]1)[CH2:2]2. Procedure details: The crude product of step (c) was treated with 3-acetylthiopropanoyl chloride by the process of Example 3, step (b) to give the sub-title product as an oil.